This data is from the Open Reaction Database (ORD), a public repository of structured organic reaction records. The task is: describe an organic reaction: reactants, conditions, products, and yield Yields the product [N+](=O)([O-])C=1C=NC=CC1O[C@@H]1CN(CCC1)C(=O)OC(C)(C)C (tert-butyl (3S)-3-[(3-nitro-4-pyridyl)oxy]piperidine-1-carboxylate). Reaction SMILES: [H-].[Na+].[OH:3][C@H:4]1[CH2:9][CH2:8][CH2:7][N:6]([C:10]([O:12][C:13]([CH3:16])([CH3:15])[CH3:14])=[O:11])[CH2:5]1.Cl[C:18]1[CH:23]=[CH:22][N:21]=[CH:20][C:19]=1[N+:24]([O-:26])=[O:25]>C1COCC1>[N+:24]([C:19]1[CH:20]=[N:21][CH:22]=[CH:23][C:18]=1[O:3][C@H:4]1[CH2:9][CH2:8][CH2:7][N:6]([C:10]([O:12][C:13]([CH3:16])([CH3:15])[CH3:14])=[O:11])[CH2:5]1)([O-:26])=[O:25] |f:0.1|. The solvent is C1CCOC1 (THF), C1CCOC1 (THF). Reaction conditions: temperature 0 celsius, time 15 minute. The yield is 87.0%. Starting materials: [H-].[Na+] (Sodium hydride), O[C@@H]1CN(CCC1)C(=O)OC(C)(C)C (tert-butyl (3S)-3-hydroxypiperidine-1-carboxylate), ClC1=C(C=NC=C1)[N+](=O)[O-] (4-chloro-3-nitro-pyridine). Procedure details: Sodium hydride (492.0 mg, 12.30 mmol) was added to a solution of tert-butyl (3S)-3-hydroxypiperidine-1-carboxylate (2.095 g, 10.41 mmol) in THF (20 mL) and the reaction stirred at 0° C. for 15 minutes. A suspension of 4-chloro-3-nitro-pyridine (1.5 g, 9.461 mmol) in THF (10 mL) was added and the reaction allowed to warm slowly to ambient temperature over 2 hours. The reaction was quenched with water and the mixture was partitioned between EtOAc and brine. The combined organic extract was washed ... The product is CCOC(=O)CC(Cc1ccc(-c2cc(F)ccc2OC)cc1)NC(=O)CCC(=O)O. Starting materials: CCOC(=O)CC(Cc1ccc(-c2cc(F)ccc2OC)cc1)NC(=O)CCC(=O)OC(C)(C)C, C1COCCO1, Cl. As a reaction SMILES: [CH2:1]([CH3:2])[O:3][C:4]([CH2:5][CH:6]([CH2:7][c:8]1[cH:9][cH:10][c:11](-[c:14]2[c:15]([O:21][CH3:22])[cH:16][cH:17][c:18]([F:20])[cH:19]2)[cH:12][cH:13]1)[NH:23][C:24]([CH2:25][CH2:26][C:27](=[O:28])[O:29][C:30]([CH3:31])([CH3:32])[CH3:33])=[O:34])=[O:35].[CH2:36]1[O:37][CH2:38][CH2:39][O:40][CH2:41]1.[ClH:42]>>[CH2:1]([CH3:2])[O:3][C:4]([CH2:5][CH:6]([CH2:7][c:8]1[cH:9][cH:10][c:11](-[c:14]2[c:15]([O:21][CH3:22])[cH:16][cH:17][c:18]([F:20])[cH:19]2)[cH:12][cH:13]1)[NH:23][C:24]([CH2:25][CH2:26][C:27](=[O:28])[OH:29])=[O:34])=[O:35]. Reactants: COC(=O)c1ccc(Br)s1, N#Cc1cc(B(O)O)cc(F)c1OCc1ccccc1, Cc1ccccc1, [Na+], [Na+], O=C([O-])[O-], c1ccc(P(c2ccccc2)(c2ccccc2)[Pd](P(c2ccccc2)(c2ccccc2)c2ccccc2)(P(c2ccccc2)(c2ccccc2)c2ccccc2)P(c2ccccc2)(c2ccccc2)c2ccccc2)cc1. Product: COC(=O)c1ccc(-c2cc(F)c(OCc3ccccc3)c(C#N)c2)s1. As a reaction SMILES: [Br:21][c:22]1[cH:23][cH:24][c:25]([C:27](=[O:28])[O:29][CH3:30])[s:26]1.[C:1](#[N:2])[c:3]1[cH:4][c:5]([B:18]([OH:19])[OH:20])[cH:6][c:7]([F:17])[c:8]1[O:9][CH2:10][c:11]1[cH:12][cH:13][cH:14][cH:15][cH:16]1.[CH3:37][c:38]1[cH:39][cH:40][cH:41][cH:42][cH:43]1.[Na+:31].[Na+:32].[O-:33][C:34](=[O:35])[O-:36].[cH:44]1[cH:45][cH:46][c:47]([P:48]([Pd:49]([P:50]([c:51]2[cH:52][cH:53][cH:54][cH:55][cH:56]2)([c:57]2[cH:58][cH:59][cH:60][cH:61][cH:62]2)[c:63]2[cH:64][cH:65][cH:66][cH:67][cH:68]2)([P:69]([c:70]2[cH:71][cH:72][cH:73][cH:74][cH:75]2)([c:76]2[cH:77][cH:78][cH:79][cH:80][cH:81]2)[c:82]2[cH:83][cH:84][cH:85][cH:86][cH:87]2)[P:88]([c:89]2[cH:90][cH:91][cH:92][cH:93][cH:94]2)([c:95]2[cH:96][cH:97][cH:98][cH:99][cH:100]2)[c:101]2[cH:102][cH:103][cH:104][cH:105][cH:106]2)([c:107]2[cH:108][cH:109][cH:110][cH:111][cH:112]2)[c:113]2[cH:114][cH:115][cH:116][cH:117][cH:118]2)[cH:119][cH:120]1>>[C:1](#[N:2])[c:3]1[cH:4][c:5](-[c:22]2[cH:23][cH:24][c:25]([C:27](=[O:28])[O:29][CH3:30])[s:26]2)[cH:6][c:7]([F:17])[c:8]1[O:9][CH2:10][c:11]1[cH:12][cH:13][cH:14][cH:15][cH:16]1. The reactants are FC1=CC=C(CCN2CCC(CC2)N2C=C(C3=CC=C(C=C23)CNC(C)=O)C=O)C=C1 (1-[1-(4-fluorophenethyl)piperidin-4-yl]-3-formyl-6-acetamidomethylindole), Cl.NO (hydroxylamine hydrochloride), C(C)(=O)[O-].[Na+] (sodium acetate). Solvent: CO (methanol). Reaction conditions: time 1 hour. The product is FC1=CC=C(CCN2CCC(CC2)N2C=CC3=CC=C(C=C23)CN2C(CCC2)=O)C=C1 (1-[1-(4-fluorophenethyl)piperidin-4-yl]-6-(2-pyrrolidon-1-yl)methylindole). Yield: 89.3%. As a reaction SMILES: [F:1][C:2]1[CH:31]=[CH:30][C:5]([CH2:6][CH2:7][N:8]2[CH2:13][CH2:12][CH:11]([N:14]3[C:22]4[C:17](=[CH:18][CH:19]=[C:20]([CH2:23][NH:24][C:25](=O)[CH3:26])[CH:21]=4)[C:16](C=O)=[CH:15]3)[CH2:10][CH2:9]2)=[CH:4][CH:3]=1.Cl.NO.[C:35]([O-])(=[O:37])[CH3:36].[Na+]>CO>[F:1][C:2]1[CH:3]=[CH:4][C:5]([CH2:6][CH2:7][N:8]2[CH2:9][CH2:10][CH:11]([N:14]3[C:22]4[C:17](=[CH:18][CH:19]=[C:20]([CH2:23][N:24]5[CH2:25][CH2:26][CH2:36][C:35]5=[O:37])[CH:21]=4)[CH:16]=[CH:15]3)[CH2:12][CH2:13]2)=[CH:30][CH:31]=1 |f:1.2,3.4|. Procedure details: A liquid mixture of 1-[1-(4-fluorophenethyl)piperidin-4-yl]-3-formyl-6-acetamidomethylindole (0.09 g) obtained in Example 370, hydroxylamine hydrochloride (0.02 g) and anhydrous sodium acetate (0.03 g) in methanol (10 ml) was stirred at room temperature for 1 hr. Then the reaction mixtures were concentrated and the residue was partitioned between ethyl acetate (20 ml) and a 1 N aqueous solution (10 ml) of sodium hydroxide. The ethyl acetate layer was washed successively with water and brine, dri... Reactants: C1CCCCC1, [Li]CCCC, CC(=O)O, C1CCOC1, Cc1ccc(O)cn1. Yields the product Oc1ccc(CC2(O)CCCCC2)nc1. RXN SMILES: [CH2:14]1[CH2:15][CH2:16][CH2:17][CH2:18][CH2:19]1.[CH2:9]([Li:10])[CH2:11][CH2:12][CH3:13].[CH3:20][C:21]([OH:22])=[O:23].[O:24]1[CH2:25][CH2:26][CH2:27][CH2:28]1.[OH:1][c:2]1[cH:3][cH:4][c:5]([CH3:8])[n:6][cH:7]1>>[OH:1][c:2]1[cH:3][cH:4][c:5]([CH2:8][C:14]2([OH:22])[CH2:15][CH2:16][CH2:17][CH2:18][CH2:19]2)[n:6][cH:7]1. The reactants are CCOC(C)=O, COC(=O)C(N)Cc1ccc(Br)cc1, Cl, Cl, Nc1ccc(C(=O)O)cc1. Product: COC(=O)C(Cc1ccc(Br)cc1)NC(=O)c1ccc(N)cc1. As a reaction SMILES: [CH3:27][CH2:28][O:29][C:30]([CH3:31])=[O:32].[CH3:2][O:3][C:4]([CH:5]([CH2:6][c:7]1[cH:8][cH:9][c:10]([Br:13])[cH:11][cH:12]1)[NH2:14])=[O:15].[ClH:1].[ClH:26].[NH2:16][c:17]1[cH:18][cH:19][c:20]([C:21](=[O:22])[OH:23])[cH:24][cH:25]1>>[CH3:2][O:3][C:4]([CH:5]([CH2:6][c:7]1[cH:8][cH:9][c:10]([Br:13])[cH:11][cH:12]1)[NH:14][C:21]([c:20]1[cH:19][cH:18][c:17]([NH2:16])[cH:25][cH:24]1)=[O:22])=[O:15]. Reactants: NC1=C(N(C2=CC=C(C=C12)[N+](=O)[O-])C(=O)OCC)C(C1=CC(=CC=C1)C)=O (3-Amino-1-(ethoxycarbonyl)-2-(3-methylbenzoyl)-5-nitroindole), COCC(=O)Cl (methoxyacetyl chloride). The product is C(C)OC(=O)N1C(=C(C2=CC(=CC=C12)[N+](=O)[O-])NC(COC)=O)C(C1=CC(=CC=C1)C)=O (1-(Ethoxycarbonyl)-3-methoxyacetylamino-2-(3-methylbenzoyl)-5-nitroindole). RXN SMILES: [NH2:1][C:2]1[C:10]2[C:5](=[CH:6][CH:7]=[C:8]([N+:11]([O-:13])=[O:12])[CH:9]=2)[N:4]([C:14]([O:16][CH2:17][CH3:18])=[O:15])[C:3]=1[C:19](=[O:27])[C:20]1[CH:25]=[CH:24][CH:23]=[C:22]([CH3:26])[CH:21]=1.[CH3:28][O:29][CH2:30][C:31](Cl)=[O:32]>>[CH2:17]([O:16][C:14]([N:4]1[C:5]2[C:10](=[CH:9][C:8]([N+:11]([O-:13])=[O:12])=[CH:7][CH:6]=2)[C:2]([NH:1][C:31](=[O:32])[CH2:30][O:29][CH3:28])=[C:3]1[C:19](=[O:27])[C:20]1[CH:25]=[CH:24][CH:23]=[C:22]([CH3:26])[CH:21]=1)=[O:15])[CH3:18]. Procedure details: The title compound was prepared according to the procedure described in step 1 of Example 2 (Method A) from 3-amino-2-(3-chlorobenzoyl)-1-(ethoxycarbonyl)-5-nitroindole (step 1) and methoxyacetyl chloride. Reactants: ClC1=NC=C(C=C1)I (2-chloro-5-iodopyridine), potassium tert-butoxy, O(C1=CC=CC=C1)C1=C(C=CC=C1)CO ((2-phenoxyphenyl)methanol). Run in CC(=O)N(C)C (dimethylacetamide). Conditions: temperature 110 celsius, time 4 hour. Product: IC=1C=CC(=NC1)OCC1=C(C=CC=C1)OC1=CC=CC=C1 (5-iodo-2-((2-phenoxybenzyl)oxy)pyridine). RXN SMILES: Cl[C:2]1[CH:7]=[CH:6][C:5]([I:8])=[CH:4][N:3]=1.[O:9]([C:16]1[CH:21]=[CH:20][CH:19]=[CH:18][C:17]=1[CH2:22][OH:23])[C:10]1[CH:15]=[CH:14][CH:13]=[CH:12][CH:11]=1>CC(N(C)C)=O>[I:8][C:5]1[CH:6]=[CH:7][C:2]([O:23][CH2:22][C:17]2[CH:18]=[CH:19][CH:20]=[CH:21][C:16]=2[O:9][C:10]2[CH:15]=[CH:14][CH:13]=[CH:12][CH:11]=2)=[N:3][CH:4]=1. Reported procedure: To a solution of 2-chloro-5-iodopyridine in dimethylacetamide (2 ml), 300 mg of potassium tert-butoxy and 535 mg of (2-phenoxyphenyl)methanol were added, and the reaction solution was stirred at 110° C. for 4 hours. The reaction solution was cooled, then diluted with a saturated saline solution, extracted with diethyl ether, and dried over magnesium sulfate. The solvent was distilled off under reduced pressure, and the residue obtained was purified by silica gel column chromatography (eluent: et... Reactants: FC=1C=C(C=CC1)C=1N=C2N(C=NC(=C2)N)C1 (2-(3-fluorophenyl)imidazo[1,2-c]pyrimidin-7-amine), FC1CN(C1)C(=O)C=1C=NN(C1C(=O)O)C (4-(3-fluoroazetidine-1-carbonyl)-1-methyl-1H-pyrazole-5-carboxylic acid), solid. Yields the product FC=1C=C(C=CC1)C=1N=C2N(C=CC(=N2)NC(=O)C=2N(N=CC2C(=O)N2CC(C2)F)C)C1 (4-(3-Fluoro-azetidine-1-carbonyl)-2-methyl-2H-pyrazole-3-carboxylic acid [2-(3-fluoro-phenyl)-imidazo[1,2-a]pyrimidin-7-yl]-amide). Reaction SMILES: [F:1][C:2]1[CH:3]=[C:4]([C:8]2[N:9]=[C:10]3[CH:15]=[C:14]([NH2:16])[N:13]=[CH:12][N:11]3[CH:17]=2)[CH:5]=[CH:6][CH:7]=1.[F:18][CH:19]1[CH2:22][N:21]([C:23]([C:25]2[CH:26]=[N:27][N:28]([CH3:33])[C:29]=2[C:30](O)=[O:31])=[O:24])[CH2:20]1>>[F:1][C:2]1[CH:3]=[C:4]([C:8]2[N:9]=[C:12]3[N:13]=[C:14]([NH:16][C:30]([C:29]4[N:28]([CH3:33])[N:27]=[CH:26][C:25]=4[C:23]([N:21]4[CH2:20][CH:19]([F:18])[CH2:22]4)=[O:24])=[O:31])[CH:15]=[CH:10][N:11]3[CH:17]=2)[CH:5]=[CH:6][CH:7]=1. Procedure: The title compound was prepared in analogy to example 82 from 2-(3-fluorophenyl)imidazo[1,2-c]pyrimidin-7-amine (100 mg) and 4-(3-fluoroazetidine-1-carbonyl)-1-methyl-1H-pyrazole-5-carboxylic acid (100 mg, 440 μmol). Yellow solid (76 mg, 39%).